This data is from the Open Reaction Database (ORD), a public repository of structured organic reaction records. The task is: describe an organic reaction: reactants, conditions, products, and yield Starting materials: COC(=O)c1nn(-c2cccc(C(F)(F)F)c2)c(=O)cc1OC, CNOC, CCN(C(C)C)C(C)C, ClCCl, Cl. Yields the product COc1cc(=O)n(-c2cccc(C(F)(F)F)c2)nc1C(=O)N(C)OC. RXN SMILES: [CH3:15][O:16][c:17]1[c:18]([C:34](=[O:35])[O:36][CH3:37])[n:19][n:20](-[c:24]2[cH:25][c:26]([C:30]([F:31])([F:32])[F:33])[cH:27][cH:28][cH:29]2)[c:21](=[O:23])[cH:22]1.[CH3:2][NH:3][O:4][CH3:5].[CH:6]([N:7]([CH2:8][CH3:9])[CH:10]([CH3:11])[CH3:12])([CH3:13])[CH3:14].[Cl:38][CH2:39][Cl:40].[ClH:1]>>[CH3:2][N:3]([O:4][CH3:5])[C:34]([c:18]1[c:17]([O:16][CH3:15])[cH:22][c:21](=[O:23])[n:20](-[c:24]2[cH:25][c:26]([C:30]([F:31])([F:32])[F:33])[cH:27][cH:28][cH:29]2)[n:19]1)=[O:35]. The reactants are CCN(CC)C(=O)CBr, Cc1ccc(N)cc1, Cc1ccc(S(=O)(=O)Cl)cc1Cl. Product: CCN(CC)C(=O)CN(c1ccc(C)cc1)S(=O)(=O)c1ccc(C)c(Cl)c1. Reaction SMILES: [Br:1][CH2:2][C:3](=[O:4])[N:5]([CH2:6][CH3:7])[CH2:8][CH3:9].[CH3:10][c:11]1[cH:12][cH:13][c:14]([NH2:15])[cH:16][cH:17]1.[Cl:18][c:19]1[cH:20][c:21]([S:26](=[O:27])(=[O:28])[Cl:29])[cH:22][cH:23][c:24]1[CH3:25]>>[CH2:2]([C:3](=[O:4])[N:5]([CH2:6][CH3:7])[CH2:8][CH3:9])[N:15]([c:14]1[cH:13][cH:12][c:11]([CH3:10])[cH:17][cH:16]1)[S:26]([c:21]1[cH:20][c:19]([Cl:18])[c:24]([CH3:25])[cH:23][cH:22]1)(=[O:27])=[O:28]. Starting materials: ClC=1C=C2C=3C=CN=CC3NC2=C(C1F)[N+](=O)[O-] (6-chloro-7-fluoro-8-nitro-9H-β-carboline). The reagents and catalysts are [Pd] (Palladium on charcoal). Run in CO (MeOH). Reaction conditions: time 6 hour. Product: ClC=1C=C2C=3C=CN=CC3NC2=C(C1F)N (6-chloro-7-fluoro-9H-β-carbolin-8-ylamine). Yield: 90.3%. Reaction SMILES: [Cl:1][C:2]1[CH:3]=[C:4]2[C:12](=[C:13]([N+:16]([O-])=O)[C:14]=1[F:15])[NH:11][C:10]1[CH:9]=[N:8][CH:7]=[CH:6][C:5]2=1>CO.[Pd]>[Cl:1][C:2]1[CH:3]=[C:4]2[C:12](=[C:13]([NH2:16])[C:14]=1[F:15])[NH:11][C:10]1[CH:9]=[N:8][CH:7]=[CH:6][C:5]2=1. Procedure details: A slurry of 6-chloro-7-fluoro-8-nitro-9H-β-carboline (500 mg, 1.88 mmol) in MeOH (25 ml) was degassed with argon. Palladium on charcoal (20% w/w on C, 50 mg) was added and the reaction vessel was flushed with hydrogen. The slurry was stirred under a balloon of hydrogen for 6 hr, then filtered through celite and concentrated under reduced pressure to yield 6-chloro-7-fluoro-9H-β-carbolin-8-ylamine (400 mg) as a brown solid. The reactants are Cl.ClCC=1C(=NC(=NC1)C)N (5-chloromethyl-2-methyl-pyrimidin-4-ylamine hydrochloride), C1=NC=CC=2CCCCC12 (5,6,7,8-tetra-hydro-isoquinoline). Solvent: CN(C=O)C (dimethyl-formamide). Reaction conditions: time 16 hour. The product is Cl.[Cl-].NC1=NC(=NC=C1C[N+]1=CC=2CCCCC2C=C1)C (2-(4-amino-2-methyl-pyrimidin-5-ylmethyl)-5,6,7,8-tetrahydro-isoquinolinium chloride hydrochloride). Yield: 84.0%. Reaction SMILES: [ClH:1].[Cl:2][CH2:3][C:4]1[C:5]([NH2:11])=[N:6][C:7]([CH3:10])=[N:8][CH:9]=1.[CH:12]1[C:21]2[CH2:20][CH2:19][CH2:18][CH2:17][C:16]=2[CH:15]=[CH:14][N:13]=1>CN(C)C=O>[ClH:2].[Cl-:1].[NH2:11][C:5]1[C:4]([CH2:3][N+:13]2[CH:14]=[CH:15][C:16]3[CH2:17][CH2:18][CH2:19][CH2:20][C:21]=3[CH:12]=2)=[CH:9][N:8]=[C:7]([CH3:10])[N:6]=1 |f:0.1,4.5.6|. Reported procedure: A suspension of 11.6 g (0.060 mol) of 5-chloromethyl-2-methyl-pyrimidin-4-ylamine hydrochloride in 40 ml of dimethyl-formamide was treated with 8.0 ml (0.060 mol) of 5,6,7,8-tetra-hydro-isoquinoline, dissolved at 120° and stirred at 800 for 16 hours. The mixture was cooled, suction filtered, washed with a small amount of dimethylformamide, then with ethyl acetate and dried in a vacuum. 16.5 g (84%) of 2-(4-amino-2-methyl-pyrimidin-5-ylmethyl)-5,6,7,8-tetrahydro-isoquinolinium chloride hydrochlor... Starting materials: O1C(C(=O)O)C1C(=O)O.C(C)[K] (monoethyl potassium epoxysuccinate), C(C(=O)Cl)(=O)Cl (oxalyl chloride), Cl.CNC (dimethylamine hydrochloride). Run in C(C)N(CC)CC (triethylamine). The product is CN(C(C1C(C(=O)OCC)O1)=O)C (ethyl N,N-dimethyl-2,3-epoxysuccinamate). The yield is 39.6%. Reaction SMILES: [O:1]1[CH:6]([C:7]([OH:9])=[O:8])[CH:2]1[C:3]([OH:5])=O.[CH2:10]([K])[CH3:11].C(Cl)(=O)C(Cl)=O.Cl.[CH3:20][NH:21][CH3:22]>C(N(CC)CC)C>[CH3:20][N:21]([CH3:22])[C:3](=[O:5])[CH:2]1[O:1][CH:6]1[C:7]([O:9][CH2:10][CH3:11])=[O:8] |f:0.1,3.4|. Procedure: Following the procedure of Example 53, monoethyl potassium epoxysuccinate (1.0 g) was successively treated with oxalyl chloride (0.75 g) and a mixture of dimethylamine hydrochloride (1.23 g) and triethylamine (2.04 g) to give 0.37 g of ethyl N,N-dimethyl-2,3-epoxysuccinamate (Compound No. 85) as colorless oil. Reactants: ClC1=C(OC=2C=CC(=C(C(=O)Cl)C2)[N+](=O)[O-])C=CC(=C1)C(F)(F)F (5-[2-chloro-4-(trifluoromethyl)phenoxy]-2-nitrobenzoyl chloride), P(OC(C)C)(OC(C)C)OC(C)C (triisopropyl phosphite), P([O-])([O-])[O-] (phosphite). Run in CCOCC (ether), CCOCC (ether). Reaction conditions: time 2 hour. Yields the product ClC1=C(OC=2C=CC(=C(C(=O)P(OC(C)C)(OC(C)C)=O)C2)[N+](=O)[O-])C=CC(=C1)C(F)(F)F (5-[2-chloro-4-(trifluoromethyl)phenoxy]-2-nitrobenzoyl-phosphonic acid, diisopropyl ester). RXN SMILES: [Cl:1][C:2]1[CH:20]=[C:19]([C:21]([F:24])([F:23])[F:22])[CH:18]=[CH:17][C:3]=1[O:4][C:5]1[CH:6]=[CH:7][C:8]([N+:14]([O-:16])=[O:15])=[C:9]([CH:13]=1)[C:10](Cl)=[O:11].[P:25]([O:34]C(C)C)([O:30][CH:31]([CH3:33])[CH3:32])[O:26][CH:27]([CH3:29])[CH3:28].P([O-])([O-])[O-]>CCOCC>[Cl:1][C:2]1[CH:20]=[C:19]([C:21]([F:24])([F:23])[F:22])[CH:18]=[CH:17][C:3]=1[O:4][C:5]1[CH:6]=[CH:7][C:8]([N+:14]([O-:16])=[O:15])=[C:9]([CH:13]=1)[C:10]([P:25](=[O:34])([O:30][CH:31]([CH3:33])[CH3:32])[O:26][CH:27]([CH3:29])[CH3:28])=[O:11]. Procedure: To a stirred solution of 5-[2-chloro-4-(trifluoromethyl)phenoxy]-2-nitrobenzoyl chloride (3.8 g, 0.01 mole) in ether (100 ml) was added triisopropyl phosphite (2.1 g, 0.01 mole). The reaction was refluxed for one hour and the disappearance of phosphite monitored by v.p.c.. The ether was stripped off and the resulting oil placed under vacuum (1.0 mm) at 40° C. for two hours. The resulting amber liquid amounted to 5.2 g. Starting materials: O=C(NC1CCCCC1)c1ccc(Br)cc1F, N#C[Cu]C#N, NCCN, CN(C)C=O. Yields the product N#Cc1ccc(C(=O)NC2CCCCC2)c(F)c1. As a reaction SMILES: [Br:1][c:2]1[cH:3][c:4]([F:17])[c:5]([C:6](=[O:7])[NH:8][CH:9]2[CH2:10][CH2:11][CH2:12][CH2:13][CH2:14]2)[cH:15][cH:16]1.[Cu:18]([C:19]#[N:20])[C:21]#[N:22].[NH2:23][CH2:24][CH2:25][NH2:26].[O:27]=[CH:28][N:29]([CH3:30])[CH3:31]>>[c:2]1([C:19]#[N:20])[cH:3][c:4]([F:17])[c:5]([C:6](=[O:7])[NH:8][CH:9]2[CH2:10][CH2:11][CH2:12][CH2:13][CH2:14]2)[cH:15][cH:16]1. Starting materials: FC(C(=O)OC(C(F)(F)F)=O)(F)F (trifluoroacetic anhydride), OC1=C(C(=O)O)C=CC(=C1)O (2,4-dihydroxybenzoic acid), CC(=O)C (acetone). Solvent: FC(C(=O)O)(F)F (trifluoroacetic acid). Reaction conditions: time 24 hour. Yields the product OC1=CC2=C(C(OC(O2)(C)C)=O)C=C1 (7-Hydroxy-2,2-dimethyl-benzo[1,3]dioxin-4-one). As a reaction SMILES: [OH:1][C:2]1[CH:10]=[C:9]([OH:11])[CH:8]=[CH:7][C:3]=1[C:4]([OH:6])=[O:5].FC(F)(F)C(OC(=O)C(F)(F)F)=O.[CH3:25][C:26]([CH3:28])=O>FC(F)(F)C(O)=O>[OH:11][C:9]1[CH:8]=[CH:7][C:3]2[C:4](=[O:6])[O:5][C:26]([CH3:28])([CH3:25])[O:1][C:2]=2[CH:10]=1. Procedure: A suspension of 2,4-dihydroxybenzoic acid (85.0 g) in trifluoroacetic acid (800 mL) was cooled in an ice/water bath as trifluoroacetic anhydride (500 mL) followed by the addition of acetone (100 mL). After the addition was complete, the ice/water bath was removed and the reaction mixture stirred for 24 hours before the volatiles were removed under vacuum using a rotary evaporator. The residue was cautiously added to a water/sodium bicarbonate suspension to afford a neutralized mixture. The mixtu... Starting materials: C=CCOCCc1ccc(OCC2CO2)cc1, CO, CC(C)N. The product is C=CCOCCc1ccc(OCC(O)CNC(C)C)cc1. As a reaction SMILES: [CH2:1]([CH:2]=[CH2:3])[O:4][CH2:5][CH2:6][c:7]1[cH:8][cH:9][c:10]([O:11][CH2:12][CH:13]2[O:14][CH2:15]2)[cH:16][cH:17]1.[CH3:22][OH:23].[CH:18]([CH3:19])([CH3:20])[NH2:21]>>[CH2:1]([CH:2]=[CH2:3])[O:4][CH2:5][CH2:6][c:7]1[cH:8][cH:9][c:10]([O:11][CH2:12][CH:13]([OH:14])[CH2:15][NH:21][CH:18]([CH3:19])[CH3:20])[cH:16][cH:17]1.